Dataset: the Open Reaction Database (ORD), a public repository of structured organic reaction records. Task: describe an organic reaction: reactants, conditions, products, and yield Starting materials: Cl (hydrochloric acid), solution, C(#N)C(C(=O)OC)C(CC(=O)OC)C1=CC=CC=C1 (dimethyl 2-cyano-3-phenylpentanedioate), hexahydrate, [BH4-].[Na+] (sodium borohydride). The reagents and catalysts are [Co](Cl)Cl (cobalt chloride). Run in CO (methanol). Conditions: time 30 minute. Product: O=C1C[C@@H]([C@H](CN1)C(=O)OC)C1=CC=CC=C1 (methyl rel-(3R,4S)-6-oxo-4-phenylpiperidine-3-carboxylate). The yield is 21.5%. RXN SMILES: [C:1]([CH:3]([CH:8]([C:14]1[CH:19]=[CH:18][CH:17]=[CH:16][CH:15]=1)[CH2:9][C:10](OC)=[O:11])[C:4]([O:6][CH3:7])=[O:5])#[N:2].[BH4-].[Na+].Cl>CO.[Co](Cl)Cl>[O:11]=[C:10]1[NH:2][CH2:1][C@H:3]([C:4]([O:6][CH3:7])=[O:5])[C@@H:8]([C:14]2[CH:19]=[CH:18][CH:17]=[CH:16][CH:15]=2)[CH2:9]1 |f:1.2|. Procedure details: To 1.0 L of a solution of 20.0 g of dimethyl 2-cyano-3-phenylpentanedioate and 36.4 g of cobalt chloride (TI) hexahydrate in methanol was added carefully 17.4 g of sodium borohydride under ice-cooling. After stirring at room temperature for 30 minutes, 1 M hydrochloric acid (1.0 L) was added thereto, followed by further stirring at room temperature for 30 minutes. The reaction mixture was concentrated under reduced pressure to a half amount thereof, and then extracted with ethyl acetate. The org...